From a dataset of the Open Reaction Database (ORD), a public repository of structured organic reaction records. describe an organic reaction: reactants, conditions, products, and yield The reactants are Cl.CC1(CCNCC1)C(=O)OCC (ethyl 4-methylpiperidine-4-carboxylate hydrochloride), ClC=1C=CC(=C(C1)C1=NN(C=C1NC(=O)C=1C=NN2C1N=CC=C2)CC(=O)N2CCN(CC2)CCN2CCC(CC2)C(=O)OCC)OC(F)F (ethyl 1-[2-[4-(2-[3-[5-chloro-2-(difluoromethoxy)phenyl]-4-[pyrazolo[1,5-a]pyrimidine-3-amido]-1H-pyrazol-1-yl]acetyl)piperazin-1-yl]ethyl]piperidine-4-carboxylate). Reaction SMILES: [Cl:1][C:2]1[CH:3]=[CH:4][C:5]([O:47][CH:48]([F:50])[F:49])=[C:6]([C:8]2[C:12]([NH:13][C:14]([C:16]3[CH:17]=[N:18][N:19]4[CH:24]=[CH:23][CH:22]=[N:21][C:20]=34)=[O:15])=[CH:11][N:10]([CH2:25][C:26]([N:28]3[CH2:33][CH2:32][N:31]([CH2:34][CH2:35]N4CCC([C:42]([O:44]CC)=[O:43])CC4)[CH2:30][CH2:29]3)=[O:27])[N:9]=2)[CH:7]=1.Cl.[CH3:52][C:53]1([C:59]([O:61][CH2:62][CH3:63])=[O:60])[CH2:58][CH2:57][NH:56][CH2:55][CH2:54]1>>[CH:42]([OH:44])=[O:43].[Cl:1][C:2]1[CH:3]=[CH:4][C:5]([O:47][CH:48]([F:50])[F:49])=[C:6]([C:8]2[C:12]([NH:13][C:14]([C:16]3[CH:17]=[N:18][N:19]4[CH:24]=[CH:23][CH:22]=[N:21][C:20]=34)=[O:15])=[CH:11][N:10]([CH2:25][C:26]([N:28]3[CH2:29][CH2:30][N:31]([CH2:34][CH2:35][N:56]4[CH2:57][CH2:58][C:53]([CH3:52])([C:59]([O:61][CH2:62][CH3:63])=[O:60])[CH2:54][CH2:55]4)[CH2:32][CH2:33]3)=[O:27])[N:9]=2)[CH:7]=1 |f:1.2,3.4|. Product: C(=O)O.ClC=1C=CC(=C(C1)C1=NN(C=C1NC(=O)C=1C=NN2C1N=CC=C2)CC(=O)N2CCN(CC2)CCN2CCC(CC2)(C(=O)OCC)C)OC(F)F (ethyl 1-[2-[4-(2-[3-[5-chloro-2-(difluoromethoxy)phenyl]-4-[pyrazolo[1,5-a]pyrimidine-3-amido]-1H-pyrazol-1-yl]acetyl)piperazin-1-yl]ethyl]-4-methylpiperidine-4-carboxylate formate). Procedure details: Using synthetic method analoguous to that of ethyl 1-[2-[4-(2-[3-[5-chloro-2-(difluoromethoxy)phenyl]-4-[pyrazolo[1,5-a]pyrimidine-3-amido]-1H-pyrazol-1-yl]acetyl)piperazin-1-yl]ethyl]piperidine-4-carboxylate, the title compound was prepared from ethyl 4-methylpiperidine-4-carboxylate hydrochloride. LCMS (Method 24) [M+H]+=728.2, RT=1.87 min. 1H NMR (400 MHz, DMSO-d6) δ: (ppm) 9.75 (s, 1H), 9.34 (dd, 1H, J=1.2, 6.8 Hz), 8.69-8.68 (m, 2H), 8.30 (s, 1H), 7.62 (dd, 1H, J=2.8, 8.8 Hz), 7.55 (d, 1H, ...